Dataset: the Open Reaction Database (ORD), a public repository of structured organic reaction records. Task: describe an organic reaction: reactants, conditions, products, and yield Reactants: CN(C)c1ccc(C(=O)Nc2ccc(F)cc2)cn1, CO, ClC(Cl)Cl, ClCCl, O=C(OO)c1cccc(Cl)c1. Yields the product CN(C)c1ccc(C(=O)[NH+]([O-])c2ccc(F)cc2)cn1. RXN SMILES: [CH3:1][N:2]([c:3]1[n:4][cH:5][c:6]([C:7](=[O:8])[NH:9][c:10]2[cH:11][cH:12][c:13]([F:16])[cH:14][cH:15]2)[cH:17][cH:18]1)[CH3:19].[CH3:31][OH:32].[CH:36]([Cl:37])([Cl:38])[Cl:39].[Cl:33][CH2:34][Cl:35].[OH:20][O:21][C:22]([c:23]1[cH:24][c:25]([Cl:26])[cH:27][cH:28][cH:29]1)=[O:30]>>[CH3:1][N:2]([c:3]1[n:4][cH:5][c:6]([C:7](=[O:8])[NH+:9]([c:10]2[cH:11][cH:12][c:13]([F:16])[cH:14][cH:15]2)[O-:20])[cH:17][cH:18]1)[CH3:19]. Starting materials: CNC1CCN(CC1)C(=O)OC(C)(C)C (tert-butyl 4-(methylamino)piperidine-1-carboxylate), BrC1=NC=CC=C1 (2-bromopyridine), C(C)(C)N(C(C)C)CC (N,N-diisopropylethylamine), C([O-])([O-])=O.[K+].[K+] (Potassium carbonate), BrC1=NC=CC=C1 (2-Bromopyridine). Reaction conditions: temperature 130 celsius, time 36 hour. Yields the product CN(C1CCN(CC1)C(=O)OC(C)(C)C)C1=NC=CC=C1 (tert-Butyl 4-[methyl(pyridin-2-yl)amino]piperidine-1-carboxylate). Isolated yield 24.0%. As a reaction SMILES: [CH3:1][NH:2][CH:3]1[CH2:8][CH2:7][N:6]([C:9]([O:11][C:12]([CH3:15])([CH3:14])[CH3:13])=[O:10])[CH2:5][CH2:4]1.Br[C:17]1[CH:22]=[CH:21][CH:20]=[CH:19][N:18]=1.C(N(CC)C(C)C)(C)C.C(=O)([O-])[O-].[K+].[K+]>>[CH3:1][N:2]([C:17]1[CH:22]=[CH:21][CH:20]=[CH:19][N:18]=1)[CH:3]1[CH2:8][CH2:7][N:6]([C:9]([O:11][C:12]([CH3:15])([CH3:14])[CH3:13])=[O:10])[CH2:5][CH2:4]1 |f:3.4.5|. Procedure: A mixture of tert-butyl 4-(methylamino)piperidine-1-carboxylate (WO 03/089412, p22), (2 g, 9.33 mmol), 2-bromopyridine (1.35 mL, 13.99 mmol) and N,N-diisopropylethylamine (2.5 mL, 13.99 mmol) was heated at 130° C. for 3 hours. Potassium carbonate (2 g, 14 mmol) was added and the reaction mixture was heated at 130° C. for a further 8 hours. 2-Bromopyridine (1 mL, 10.36 mmol) was then added to the mixture and heating continued at 130° C. for 36 hours. The reaction mixture was then cooled and parti... Starting materials: C(C1=CC=CC=C1)N([C@@H](CC1=CC=CC=C1)[C@@H](C(CCC=C)[N+](=O)[O-])O)CC1=CC=CC=C1 ((2S,3S)-2-dibenzylamino-4-nitro-1-phenyloct-7-en-3-ol), Cl (HCl), amines. The reagents and catalysts are [Zn] (Zn). Solvent: C(C)O (ethanol). Run at time 1 hour. Product: NC([C@H]([C@H](CC1=CC=CC=C1)N(CC1=CC=CC=C1)CC1=CC=CC=C1)O)CCC=C ((2S,3R)-4-Amino-2-dibenzylamino-1-phenyloct-7-en-3-ol). RXN SMILES: [CH2:1]([N:8]([CH2:27][C:28]1[CH:33]=[CH:32][CH:31]=[CH:30][CH:29]=1)[C@H:9]([C@H:17]([OH:26])[CH:18]([N+:23]([O-])=O)[CH2:19][CH2:20][CH:21]=[CH2:22])[CH2:10][C:11]1[CH:16]=[CH:15][CH:14]=[CH:13][CH:12]=1)[C:2]1[CH:7]=[CH:6][CH:5]=[CH:4][CH:3]=1.Cl>C(O)C.[Zn]>[NH2:23][CH:18]([CH2:19][CH2:20][CH:21]=[CH2:22])[C@@H:17]([OH:26])[C@@H:9]([N:8]([CH2:27][C:28]1[CH:29]=[CH:30][CH:31]=[CH:32][CH:33]=1)[CH2:1][C:2]1[CH:3]=[CH:4][CH:5]=[CH:6][CH:7]=1)[CH2:10][C:11]1[CH:16]=[CH:15][CH:14]=[CH:13][CH:12]=1. Procedure: Add powdered Zn (1.56 g, 24 mmol) portionwise at 0-5° C. to a stirred suspension of the (2S,3S)-2-dibenzylamino-4-nitro-1-phenyloct-7-en-3-ol mixture (2.7 g, 6 mmol) in a mixture of ethanol (20 mL) and concentrated HCl (20 mL). Stir for 1 h. Filter the reaction mixture and concentrate the filtrate under reduced pressure. Dilute residue with water and add concentrated ammonium hydroxide. Extract with dichloromethane. Wash the organic layer with water, dry (magnesium sulfate), and concentrate unde... Reactants: ClC1=CC=C(C=N1)OC1CCN(CC1)C(=O)OC(C)(C)C (tert-butyl 4-((6-chloropyridin-3-yl)oxy)piperidine-1-carboxylate), C(C)NC(=O)C=1C=C2C=CNC2=CC1 (N-ethyl-1H-indole-5-carboxamide). Yields the product C(C)(C)(C)OC(=O)N1CCC(CC1)OC=1C=NC(=CC1)N1C=CC2=CC(=CC=C12)C(NCC)=O (tert-Butyl-4-((6-(5-(ethylcarbamoyl)-1H-indol-1-yl)pyridin-3-yl)oxy)-piperidine-1-carboxylate). Reaction SMILES: Cl[C:2]1[N:7]=[CH:6][C:5]([O:8][CH:9]2[CH2:14][CH2:13][N:12]([C:15]([O:17][C:18]([CH3:21])([CH3:20])[CH3:19])=[O:16])[CH2:11][CH2:10]2)=[CH:4][CH:3]=1.[CH2:22]([NH:24][C:25]([C:27]1[CH:28]=[C:29]2[C:33](=[CH:34][CH:35]=1)[NH:32][CH:31]=[CH:30]2)=[O:26])[CH3:23]>>[C:18]([O:17][C:15]([N:12]1[CH2:13][CH2:14][CH:9]([O:8][C:5]2[CH:6]=[N:7][C:2]([N:32]3[C:33]4[C:29](=[CH:28][C:27]([C:25](=[O:26])[NH:24][CH2:22][CH3:23])=[CH:35][CH:34]=4)[CH:30]=[CH:31]3)=[CH:3][CH:4]=2)[CH2:10][CH2:11]1)=[O:16])([CH3:21])([CH3:20])[CH3:19]. Reported procedure: The title compound was prepared by following the similar procedure as described in Example-1 by using tert-butyl 4-((6-chloropyridin-3-yl)oxy)piperidine-1-carboxylate (intermediate-6) and N-ethyl-1H-indole-5-carboxamide (intermediate-15). The reactants are O=S1(N=C(NC2=C1C=CC=C2)C2=C(C1=C(N(C2=O)N=CC(C)C)C=CS1)O)=O (6-(1,1-dioxido-4H-1,2,4-benzothiadiazin-3-yl)-7-hydroxy-4-{[2-methylpropylidene]amino}thieno[3,2-b]pyridin-5(4H)-one), CO (methanol), solution, [BH4-].[Li+] (lithium borohydride), Cl (hydrochloric acid). Run in O1CCCC1 (tetrahydrofuran), O1CCCC1 (tetrahydrofuran), O (water). Conditions: temperature 25 celsius, time 1 hour. Product: O=S1(N=C(NC2=C1C=CC=C2)C2=C(C1=C(N(C2=O)NCC2=COC=C2)C=CS1)O)=O (6-(1,1-dioxido-4H-1,2,4-benzothiadiazin-3-yl)-4-[(3-furylmethyl)amino]-7-hydroxythieno[3,2-b]pyridin-5(4H)-one). Reaction SMILES: [O:1]=[S:2]1(=[O:28])[C:7]2[CH:8]=[CH:9][CH:10]=[CH:11][C:6]=2[NH:5][C:4]([C:12]2[C:17](=[O:18])[N:16]([N:19]=[CH:20][CH:21]([CH3:23])[CH3:22])[C:15]3[CH:24]=[CH:25][S:26][C:14]=3[C:13]=2[OH:27])=[N:3]1.[CH3:29][OH:30].[BH4-].[Li+].Cl>O1CCCC1.O>[O:28]=[S:2]1(=[O:1])[C:7]2[CH:8]=[CH:9][CH:10]=[CH:11][C:6]=2[NH:5][C:4]([C:12]2[C:17](=[O:18])[N:16]([NH:19][CH2:20][C:21]3[CH:22]=[CH:29][O:30][CH:23]=3)[C:15]3[CH:24]=[CH:25][S:26][C:14]=3[C:13]=2[OH:27])=[N:3]1 |f:2.3|. Reported procedure: The product of Example 269A (0.103 g, 0.23 mmol) in tetrahydrofuran (4 mL) and methanol (0.030 mL, 0.8 mmol) at 0° C. was treated dropwise with a 2.0M solution of lithium borohydride in tetrahydrofuran (0.200 mL, 0.4 mmol). The reaction was stirred at 25° C. for 1 hour, acidified with 1M hydrochloric acid to pH of approximately 2-4, diluted with water (15 mL), and the resulting precipitate was collected by filtration and dried. The crude product was chromatographed on silica gel with 2% methanol... Reactants: [N+](=O)([O-])C1=CC=C(C=C1)CC(=O)N1C(C2=CC(=C(C=C2CC1)OC)OC)C (N-(4-nitrophenylacetyl)-1,2,3,4-tetrahydro-6,7-dimethoxy-1-methylisoquinoline), C(C)OC(C)=O (ethylacetate), Cl (HCl). Reagents/catalysts: [Pd] (Pd/C). Run in CO (methanol). Run at time 4 hour. The product is NC1=CC=C(C=C1)CC(=O)N1C(C2=CC(=C(C=C2CC1)OC)OC)C (N-(4-aminophenylacetyl)-1,2,3,4-tetrahydro-6,7-dimethoxy-1-methylisoquinoline). The yield is 86.0%. RXN SMILES: [N+:1]([C:4]1[CH:9]=[CH:8][C:7]([CH2:10][C:11]([N:13]2[CH2:22][CH2:21][C:20]3[C:15](=[CH:16][C:17]([O:25][CH3:26])=[C:18]([O:23][CH3:24])[CH:19]=3)[CH:14]2[CH3:27])=[O:12])=[CH:6][CH:5]=1)([O-])=O.C(OC(=O)C)C.Cl>CO.[Pd]>[NH2:1][C:4]1[CH:9]=[CH:8][C:7]([CH2:10][C:11]([N:13]2[CH2:22][CH2:21][C:20]3[C:15](=[CH:16][C:17]([O:25][CH3:26])=[C:18]([O:23][CH3:24])[CH:19]=3)[CH:14]2[CH3:27])=[O:12])=[CH:6][CH:5]=1. Reported procedure: A solution of N-(4-nitrophenylacetyl)-1,2,3,4-tetrahydro-6,7-dimethoxy-1-methylisoquinoline (38.3 g, 0.1035 m) in a mixture of methanol (500 ml), ethylacetate (500 ml) and conc HCl (8 ml) in a pressure bottle was treated with 5.0 g 5% Pd/C catalyst under nitrogen and the mixture hydrogenated on a Parr apparatus at 50 psi for 4 hr. The catalyst was removed by filtration and the solvent evaporated to a solid residue. The solid was dissolved in water (2 liters), filtered, then basified to pH with 5... Starting materials: CC(C)OP(=O)([O-])OC(C)C, CCN(CC)CC#CCOc1cc(C(C)C)c2c(c1)S(=O)(=O)N(CCl)C2=O. The product is CCN(CC)CC#CCOc1cc(C(C)C)c2c(c1)S(=O)(=O)N(COP(=O)(OC(C)C)OC(C)C)C2=O. RXN SMILES: [CH3:28][CH:29]([CH3:30])[O:31][P:32]([O-:33])(=[O:34])[O:35][CH:36]([CH3:37])[CH3:38].[Cl:1][CH2:2][N:3]1[S:4](=[O:5])(=[O:6])[c:7]2[cH:8][c:9]([O:18][CH2:19][C:20]#[C:21][CH2:22][N:23]([CH2:24][CH3:25])[CH2:26][CH3:27])[cH:10][c:11]([CH:15]([CH3:16])[CH3:17])[c:12]2[C:13]1=[O:14]>>[CH2:2]([N:3]1[S:4](=[O:5])(=[O:6])[c:7]2[cH:8][c:9]([O:18][CH2:19][C:20]#[C:21][CH2:22][N:23]([CH2:24][CH3:25])[CH2:26][CH3:27])[cH:10][c:11]([CH:15]([CH3:16])[CH3:17])[c:12]2[C:13]1=[O:14])[O:34][P:32]([O:31][CH:29]([CH3:28])[CH3:30])(=[O:33])[O:35][CH:36]([CH3:37])[CH3:38]. Reactants: COC=1C2=CC=CC=C2C=C2C=CC=CC12 (9-methoxyanthracene), [OH-].[Na+] (sodium hydroxide), FC(S(=O)(=O)[O-])(F)F.C1=CC=CC2=CC3=CC=CC=C3C(=C12)[S+](C)CCCC (9-anthryl n-butyl methyl sulfonium trifluoromethanesulfonate), FC(S(=O)(=O)[O-])(F)F (trifluoromethanesulfonate), [O-]S(=O)(=O)C(F)(F)F (triflate), CF3 (CF2)nSO3-. The reagents and catalysts are [Cl-].C(C1=CC=CC=C1)[N+](CC)(CC)CC (benzyl triethylammonium chloride). The solvent is ClCCl (dichloromethane), O (water), O (water). The product is C1=CC=CC=2CC3=CC=CC=C3C(C12)=O (anthrone), COS(=O)(=O)OC (dimethylsulfate), COC=1C2=CC=CC=C2C=C2C=CC=CC12 (9-methoxyanthracene). As a reaction SMILES: FC(F)(F)[S:3]([O-:6])(=[O:5])=[O:4].C1C2C(=CC3C(C=2[S+](CCCC)C)=CC=CC=3)C=CC=1.F[C:30](F)(F)S([O-])(=O)=O.[OH-].[Na+].[CH3:39][O:40][C:41]1[C:42]2[C:47]([CH:48]=[C:49]3[C:54]=1[CH:53]=[CH:52][CH:51]=[CH:50]3)=[CH:46][CH:45]=[CH:44][CH:43]=2>[Cl-].C([N+](CC)(CC)CC)C1C=CC=CC=1.ClCCl.O>[CH:53]1[C:54]2[C:41](=[O:40])[C:42]3[C:47](=[CH:46][CH:45]=[CH:44][CH:43]=3)[CH2:48][C:49]=2[CH:50]=[CH:51][CH:52]=1.[CH3:30][O:6][S:3]([O:40][CH3:41])(=[O:5])=[O:4].[CH3:39][O:40][C:41]1[C:42]2[C:47]([CH:48]=[C:49]3[C:54]=1[CH:53]=[CH:52][CH:51]=[CH:50]3)=[CH:46][CH:45]=[CH:44][CH:43]=2 |f:0.1,3.4,6.7|. Reported procedure: Preparation of 9-anthryl n-butyl methyl sulfonium trifluoromethanesulfonate, wherein trifluoromethanesulfonate and triflate are synonymous and R1 was n-butyl, R2 was methyl, X- was CF3 (CF2)nSO3-, and n was 0. A solution of 25.0 g (129 millimoles (mM)) of anthrone, 32.5 g (24.4 milliliters (mL), 257 mM) of dimethylsulfate, and 0.5 g of benzyl triethylammonium chloride was prepared in 250 mL of dichloromethane and 100 mL of water. Next, 80 g (1 M) of 50% sodium hydroxide was dripped into this sol... The reactants are O=C([O-])[O-], CCN(C(C)C)C(C)C, O=C1c2c(-c3ccccc3F)noc2CCC1CCCCl, [I-], [K+], [K+], [K+], CN(C)C=O, c1cnc(N2CCNCC2)nc1. Product: O=C1c2c(-c3ccccc3F)noc2CCC1CCCN1CCN(c2ncccn2)CC1. RXN SMILES: [C:22](=[O:23])([O-:24])[O-:25].[CH:28]([N:29]([CH:30]([CH3:31])[CH3:32])[CH2:33][CH3:34])([CH3:35])[CH3:36].[Cl:1][CH2:2][CH2:3][CH2:4][CH:5]1[CH2:6][CH2:7][c:8]2[c:9]([c:10](-[c:13]3[c:14]([F:19])[cH:15][cH:16][cH:17][cH:18]3)[n:11][o:12]2)[C:20]1=[O:21].[I-:50].[K+:26].[K+:27].[K+:49].[O:51]=[CH:52][N:53]([CH3:54])[CH3:55].[n:37]1[c:38]([N:43]2[CH2:44][CH2:45][NH:46][CH2:47][CH2:48]2)[n:39][cH:40][cH:41][cH:42]1>>[CH2:2]([CH2:3][CH2:4][CH:5]1[CH2:6][CH2:7][c:8]2[c:9]([c:10](-[c:13]3[c:14]([F:19])[cH:15][cH:16][cH:17][cH:18]3)[n:11][o:12]2)[C:20]1=[O:21])[N:46]1[CH2:45][CH2:44][N:43]([c:38]2[n:37][cH:42][cH:41][cH:40][n:39]2)[CH2:48][CH2:47]1.